From a dataset of the Open Reaction Database (ORD), a public repository of structured organic reaction records. describe an organic reaction: reactants, conditions, products, and yield Reactants: C1(CCCCC1)CC(=O)OC (methyl cyclohexylacetate), CP(OC)(OC)=O (dimethyl methylphosphonate), C(CCC)[Li] (n-butyl lithium), CCCCCC (hexane). Run in C(C)(=O)O (acetic acid), O (water), C1CCOC1 (THF), C1CCOC1 (THF). Reaction conditions: temperature 0 celsius, time 30 minute. The product is C1(CCCCC1)CC(CP(OC)(OC)=O)=O (dimethyl 3-cyclohexyl-2-oxopropylphosphonate). Yield: 85.1%. RXN SMILES: [CH3:1][P:2](=[O:7])([O:5][CH3:6])[O:3][CH3:4].C([Li])CCC.CCCCCC.[CH:19]1([CH2:25][C:26](OC)=[O:27])[CH2:24][CH2:23][CH2:22][CH2:21][CH2:20]1>C1COCC1.C(O)(=O)C.O>[CH:19]1([CH2:25][C:26](=[O:27])[CH2:1][P:2](=[O:7])([O:5][CH3:6])[O:3][CH3:4])[CH2:24][CH2:23][CH2:22][CH2:21][CH2:20]1. Procedure details: To a stirred solution of dimethyl methylphosphonate (10.3 g, 0.083 mol) in 150 ml of anhydrous THF at -78° C. was added dropwise a solution of n-butyl lithium in hexane (1.67N, 50 ml, 0.083 mol) under argon atmosphere. After 30 minutes, a solution of methyl cyclohexylacetate (5.0 g, 0.035 mol) in 10 ml of anhydrous THF was further added and the mixture was stirred for 30 minutes. The reaction solution was allowed to warm to 0° C., diluted with 5 ml of acetic acid and 10 ml of water, and concentr... The reactants are C(C1=CC=CC=C1)N1CCC2=CC(=CC=C12)O (1-benzylindolin-5-ol), C1(=CC=CC=C1)N=C=O (phenylisocyanate), Example 2 ( 2 ). The product is C1(=CC=CC=C1)NC(OC=1C=C2CCN(C2=CC1)CC1=CC=CC=C1)=O (1-benzylindolin-5-yl phenylcarbamate), solid. The yield is 32.0%. As a reaction SMILES: [CH2:1]([N:8]1[C:16]2[C:11](=[CH:12][C:13]([OH:17])=[CH:14][CH:15]=2)[CH2:10][CH2:9]1)[C:2]1[CH:7]=[CH:6][CH:5]=[CH:4][CH:3]=1.[C:18]1([N:24]=[C:25]=[O:26])[CH:23]=[CH:22][CH:21]=[CH:20][CH:19]=1>>[C:18]1([NH:24][C:25](=[O:26])[O:17][C:13]2[CH:12]=[C:11]3[C:16](=[CH:15][CH:14]=2)[N:8]([CH2:1][C:2]2[CH:3]=[CH:4][CH:5]=[CH:6][CH:7]=2)[CH2:9][CH2:10]3)[CH:23]=[CH:22][CH:21]=[CH:20][CH:19]=1. Procedure details: The title compound was synthesized from 1-benzylindolin-5-ol (15.0 mg, 66.6 μmol) using the same procedure employed for Example 2 (2), but with phenylisocyanate instead of 4-isopropylphenylisocyanate. The product was obtained as a white solid (7.3 mg, 32%) having the following characteristics. Reactants: CC(CC(C#N)=C)C (2-(2-methylpropyl)prop-2-enenitrile), amines, alkyl carbonate, alkyl halo formate, ethyl chloro formate, C(C)(=O)[O-] (acetate), N12CCN(CC1)CC2 (1,4-diazabicyclo[2,2,2]octane), cyano. Reagents/catalysts: [Pd] (palladium). Yields the product C(#N)C(CC(=O)OCC)=CC(C)C (ethyl 3-cyano-5-methylhex-3-enoate). Reaction SMILES: N12CCN(CC1)[CH2:3][CH2:2]2.[C:9]([O-:12])(=[O:11])[CH3:10].[CH3:13][CH:14]([CH3:20])[CH2:15][C:16](=C)[C:17]#[N:18]>[Pd]>[C:17]([C:16](=[CH:15][CH:14]([CH3:13])[CH3:20])[CH2:10][C:9]([O:12][CH2:2][CH3:3])=[O:11])#[N:18]. Procedure: In the synthesis of a compound 1a according to Scheme 2, amine catalyzed addition of acrylonitrile (i.e., the Baylis-Hillman reaction) to 2-methylpropanal affords the cyano allylic alcohol. Typical amines used to catalyze the condensation include agents such as 1,4-diazabicyclo[2,2,2]octane (Dabco). The cyano allylic alcohol is subsequently converted to either an alkyl carbonate (e.g., by reaction with an alkyl halo formate such as ethyl chloro formate) or the respective acetate (by reaction wit... Reactants: BrC1=CC=C(S1)C1=NC(=NC=C1C)S(=O)(=O)C (4-(5-Bromothiophen-2-yl)-5-methyl-2-(methylsulfonyl)pyrimidine), NCCN1C(NCC1)=O (1-(2-aminoethyl)imidazolidin-2-one). Solvent: C1(=CC=CC=C1)C (toluene). Conditions: temperature 120 celsius, time 8 hour. Yields the product BrC1=CC=C(S1)C1=NC(=NC=C1C)NCCN1C(NCC1)=O (1-(2-(4-(5-Bromothiophen-2-yl)-5-methylpyrimidin-2-ylamino)ethyl)imidazolidin-2-one). The yield is 78.5%. As a reaction SMILES: [Br:1][C:2]1[S:6][C:5]([C:7]2[C:12]([CH3:13])=[CH:11][N:10]=[C:9](S(C)(=O)=O)[N:8]=2)=[CH:4][CH:3]=1.[NH2:18][CH2:19][CH2:20][N:21]1[CH2:25][CH2:24][NH:23][C:22]1=[O:26]>C1(C)C=CC=CC=1>[Br:1][C:2]1[S:6][C:5]([C:7]2[C:12]([CH3:13])=[CH:11][N:10]=[C:9]([NH:18][CH2:19][CH2:20][N:21]3[CH2:25][CH2:24][NH:23][C:22]3=[O:26])[N:8]=2)=[CH:4][CH:3]=1. Reported procedure: 4-(5-Bromothiophen-2-yl)-5-methyl-2-(methylsulfonyl)pyrimidine (2 g, 6 mmol) in toluene (10 mL) was treated with 1-(2-aminoethyl)imidazolidin-2-one (1.489 g, 10.2 mmol) and the reaction stirred at 120° C. overnight. The volatiles were removed in vacuo and the residue purified by flash chromatography using a gradient of 2 to 10% methanol in dichloromethane to obtain a light yellow solid (1.8 g). MS (M+H)+ 383. Reactants: C([O-])([O-])=O.[Na+].[Na+] (sodium carbonate), BrC1=CC=C(C=C1)C(CC1(CCCC1)C(=O)OC)=O (methyl 1-[2-(4-bromophenyl)-2-oxoethyl]cyclopentanecarboxylate), [N+](=O)([O-])C1=CC=C(C=C1)B(O)O (4-nitro phenyl boronic acid), C1(=CC=CC=C1)C (toluene), 1,2-bis[(diphenylphosphino) ferrocene] dichloropalladium(II). The solvent is O1CCOCC1 (dioxane), C(C)(=O)OCC (ethyl acetate), [Cl-].[Na+] (sodium chloride). Reaction conditions: temperature 85 celsius, time 15 minute. The product is [N+](=O)([O-])C1=CC=C(C=C1)C1=CC=C(C=C1)C(CC1(CCCC1)C(=O)OC)=O (methyl 1-[2-(4′-nitro-1,1′-biphenyl-4-yl)-2-oxoethyl]cyclopentanecarboxylate). The yield is 96.8%. RXN SMILES: Br[C:2]1[CH:7]=[CH:6][C:5]([C:8](=[O:19])[CH2:9][C:10]2([C:15]([O:17][CH3:18])=[O:16])[CH2:14][CH2:13][CH2:12][CH2:11]2)=[CH:4][CH:3]=1.[N+:20]([C:23]1[CH:28]=[CH:27][C:26](B(O)O)=[CH:25][CH:24]=1)([O-:22])=[O:21].C1(C)C=CC=CC=1.C(=O)([O-])[O-].[Na+].[Na+]>C(OCC)(=O)C.[Cl-].[Na+].O1CCOCC1>[N+:20]([C:23]1[CH:28]=[CH:27][C:26]([C:2]2[CH:7]=[CH:6][C:5]([C:8](=[O:19])[CH2:9][C:10]3([C:15]([O:17][CH3:18])=[O:16])[CH2:14][CH2:13][CH2:12][CH2:11]3)=[CH:4][CH:3]=2)=[CH:25][CH:24]=1)([O-:22])=[O:21] |f:3.4.5,7.8|. Reported procedure: To a 150 mL 3-neck flask fitted with a reflux condenser was added methyl 1-[2-(4-bromophenyl)-2-oxoethyl]cyclopentanecarboxylate (1.58 g, 4.64 mmol), 4-nitro phenyl boronic acid (0.93 g, 5.6 mmol), toluene (45 mL), and dioxane (13 mL), followed by the addition of a saturated aqueous sodium carbonate solution (13 mL). The mixture was degassed using argon and 1,2-bis[(diphenylphosphino) ferrocene] dichloropalladium(II) (0.19 g, 0.23 mmol) was added, followed by an additional 15 minutes of degassin... Starting materials: COc1ccccc1C=C(CN(C)C)c1ccccc1OC, CCOC(C)=O, CC(C)Br. The product is [Br-], COc1ccccc1C=C(C[N+](C)(C)C(C)C)c1ccccc1OC. Reaction SMILES: [CH3:1][N:2]([CH3:3])[CH2:4][C:5](=[CH:6][c:7]1[c:8]([O:13][CH3:14])[cH:9][cH:10][cH:11][cH:12]1)[c:15]1[c:16]([O:21][CH3:22])[cH:17][cH:18][cH:19][cH:20]1.[CH3:27][CH2:28][O:29][C:30](=[O:31])[CH3:32].[CH:23]([CH3:24])([CH3:25])[Br:26]>>[Br-:26].[CH3:1][N+:2]([CH3:3])([CH2:4][C:5](=[CH:6][c:7]1[c:8]([O:13][CH3:14])[cH:9][cH:10][cH:11][cH:12]1)[c:15]1[c:16]([O:21][CH3:22])[cH:17][cH:18][cH:19][cH:20]1)[CH:23]([CH3:24])[CH3:25].